Task: describe an organic reaction: reactants, conditions, products, and yield. Dataset: the Open Reaction Database (ORD), a public repository of structured organic reaction records Reactants: C(C(C)C)N([C@@H](CCCCN)C(=O)O)S(=O)(=O)C1=CC=C(C=C1)[N+](=O)[O-] (Nα-isobutyl-Nα-(4-nitrobenzenesulfonyl)-L-lysine), COC=1C=C(C=CC(=O)O)C=CC1 (3-methoxycinnamic acid). Product: C(C(C)C)N([C@@H](CCCCNC(C=CC1=CC(=CC=C1)OC)=O)C(=O)O)S(=O)(=O)C1=CC=C(C=C1)[N+](=O)[O-] (Nα-Isobutyl-Nα-(4-nitrobenzenesulfonyl)-Nε-(3-methoxycinnamoyl)-L-lysine). Isolated yield 50.0%. RXN SMILES: [CH2:1]([N:5]([S:15]([C:18]1[CH:23]=[CH:22][C:21]([N+:24]([O-:26])=[O:25])=[CH:20][CH:19]=1)(=[O:17])=[O:16])[C@H:6]([C:12]([OH:14])=[O:13])[CH2:7][CH2:8][CH2:9][CH2:10][NH2:11])[CH:2]([CH3:4])[CH3:3].[CH3:27][O:28][C:29]1[CH:30]=[C:31]([CH:37]=[CH:38][CH:39]=1)[CH:32]=[CH:33][C:34](O)=[O:35]>>[CH2:1]([N:5]([S:15]([C:18]1[CH:23]=[CH:22][C:21]([N+:24]([O-:26])=[O:25])=[CH:20][CH:19]=1)(=[O:17])=[O:16])[C@H:6]([C:12]([OH:14])=[O:13])[CH2:7][CH2:8][CH2:9][CH2:10][NH:11][C:34](=[O:35])[CH:33]=[CH:32][C:31]1[CH:37]=[CH:38][CH:39]=[C:29]([O:28][CH3:27])[CH:30]=1)[CH:2]([CH3:4])[CH3:3]. Reported procedure: Nα-isobutyl-Nα-(4-nitrobenzenesulfonyl)-L-lysine was reacted with 3-methoxycinnamic acid under the conditions described in example 86 to yield 50% of the desired product. Procedure details: Prepared by proceeding in a similar manner to Intermediate 61, starting from ethyl 3-bromo-6-(3-chlorophenylthiomethyl)-2-methoxybenzoate (Intermediate 79). Starting materials: C1(=CC=CC=C1)S(=O)(=O)CC1=CC=C(C(=C1C(=O)OCC)OC)Br (ethyl 6-(benzenesulphonylmethyl)-3-bromo-2-methoxybenzoate), BrC=1C(=C(C(=O)OCC)C(=CC1)CSC1=CC(=CC=C1)Cl)OC (ethyl 3-bromo-6-(3-chlorophenylthiomethyl)-2-methoxybenzoate), BrC=1C(=C(C(=O)OCC)C(=CC1)CSC1=CC(=CC=C1)Cl)OC (ethyl 3-bromo-6-(3-chlorophenylthiomethyl)-2-methoxybenzoate). Yields the product BrC=1C(=C(C(=O)OCC)C(=CC1)CS(=O)(=O)C1=CC(=CC=C1)Cl)OC (Ethyl 3-bromo-6-(3-chlorobenzenesulphonylmethyl)-2-methoxybenzoate). Reaction SMILES: [C:1]1([S:7]([CH2:10][C:11]2[C:16]([C:17]([O:19][CH2:20][CH3:21])=[O:18])=[C:15]([O:22][CH3:23])[C:14]([Br:24])=[CH:13][CH:12]=2)(=[O:9])=[O:8])[CH:6]=[CH:5][CH:4]=[CH:3][CH:2]=1.BrC1C(OC)=C(C(CSC2C=CC=C([Cl:45])C=2)=CC=1)C(OCC)=O>>[Br:24][C:14]1[C:15]([O:22][CH3:23])=[C:16]([C:11]([CH2:10][S:7]([C:1]2[CH:2]=[CH:3][CH:4]=[C:5]([Cl:45])[CH:6]=2)(=[O:9])=[O:8])=[CH:12][CH:13]=1)[C:17]([O:19][CH2:20][CH3:21])=[O:18].